This data is from the Open Reaction Database (ORD), a public repository of structured organic reaction records. The task is: describe an organic reaction: reactants, conditions, products, and yield The reactants are ClC=1SC2=C(N1)C=CC(=C2)Br (2-Chloro-6-bromobenzothiazole), N1CCNCC1 (piperazine), C([O-])(O)=O.[Na+] (sodium bicarbonate). The solvent is C(C)(C)O (isopropanol). The product is BrC1=CC2=C(N=C(S2)N2CCNCC2)C=C1 (6-bromo-2-(piperazin-1-yl)benzo[d]thiazole). As a reaction SMILES: Cl[C:2]1[S:3][C:4]2[CH:10]=[C:9]([Br:11])[CH:8]=[CH:7][C:5]=2[N:6]=1.[NH:12]1[CH2:17][CH2:16][NH:15][CH2:14][CH2:13]1.C(=O)(O)[O-].[Na+]>C(O)(C)C>[Br:11][C:9]1[CH:8]=[CH:7][C:5]2[N:6]=[C:2]([N:12]3[CH2:17][CH2:16][NH:15][CH2:14][CH2:13]3)[S:3][C:4]=2[CH:10]=1 |f:2.3|. Procedure: 2-Chloro-6-bromobenzothiazole (2.29 g), piperazine (1.59 g) and sodium bicarbonate (3.10 g) were combined in isopropanol (75 mL) and the resulting orange solution was heated to reflux overnight, then concentrated to ˜15 mL, diluted with water, and extracted with DCM. The extracts were concentrated to yield an orange solid which was chromatographed (0 to 5% MeOH in DCM) to yield 6-bromo-2-(piperazin-1-yl)benzo[d]thiazole as a slightly pink solid. MS: 297.9 (M+H). The reactants are P(C)(C)C (PMe3), N(=[N+]=[N-])CC=1N=NC(=CC1)C1=C(C=CC=C1F)F (3-(azidomethyl)-6-(2,6-difluorophenyl)pyridazine), [Si](C)(C)(C(C)(C)C)O[C@H]1[C@@H](CN(C[C@@H]1C)C1=C(C=NC=C1)N=C=S)NC(OC(C)(C)C)=O (tert-butyl ((3R,4R,5S)-4-((tert-butyl(dimethyl)silyl)oxy)-1-(3-isothiocyanato-4-pyridinyl)-5-methyl-3-piperidinyl)carbamate). Solvent: C1CCOC1 (THF), C1CCOC1 (THF), CCOC(=O)C (EtOAc). Run at time 15 minute. Yields the product [Si](C)(C)(C(C)(C)C)O[C@H]1[C@@H](CN(C[C@@H]1C)C1=C(C=NC=C1)NC1=NC=C2N1N=C(C=C2)C2=C(C=CC=C2F)F)NC(OC(C)(C)C)=O (tert-butyl ((3R,4R,5S)-4-((tert-butyl(dimethyl)silyl)oxy)-1-(3-((2-(2,6-difluorophenyl)imidazo[1,5-b]pyridazin-7-yl)amino)-4-pyridinyl)-5-methyl-3-piperidinyl)carbamate). Isolated yield 71.6%. As a reaction SMILES: P(C)(C)C.[N:5]([CH2:8][C:9]1[N:10]=[N:11][C:12]([C:15]2[C:20]([F:21])=[CH:19][CH:18]=[CH:17][C:16]=2[F:22])=[CH:13][CH:14]=1)=[N+]=[N-].[Si:23]([O:30][C@@H:31]1[C@@H:36]([CH3:37])[CH2:35][N:34]([C:38]2[CH:43]=[CH:42][N:41]=[CH:40][C:39]=2[N:44]=[C:45]=S)[CH2:33][C@H:32]1[NH:47][C:48](=[O:54])[O:49][C:50]([CH3:53])([CH3:52])[CH3:51])([C:26]([CH3:29])([CH3:28])[CH3:27])([CH3:25])[CH3:24]>C1COCC1.CCOC(C)=O>[Si:23]([O:30][C@@H:31]1[C@@H:36]([CH3:37])[CH2:35][N:34]([C:38]2[CH:43]=[CH:42][N:41]=[CH:40][C:39]=2[NH:44][C:45]2[N:10]3[N:11]=[C:12]([C:15]4[C:20]([F:21])=[CH:19][CH:18]=[CH:17][C:16]=4[F:22])[CH:13]=[CH:14][C:9]3=[CH:8][N:5]=2)[CH2:33][C@H:32]1[NH:47][C:48](=[O:54])[O:49][C:50]([CH3:53])([CH3:52])[CH3:51])([C:26]([CH3:27])([CH3:28])[CH3:29])([CH3:24])[CH3:25]. Reported procedure: PMe3 (1.0 M solution in THF) (0.95 mL, 0.95 mmol) was added dropwise to a solution of 3-(azidomethyl)-6-(2,6-difluorophenyl)pyridazine (Preparation I, 235 mg, 0.95 mmol) in THF (6.0 mL) at RT. The reaction turned purple and an evolution of gas was observed. The reaction was stirred for 15 min at RT. A solution of tert-butyl ((3R,4R,5S)-4-((tert-butyl(dimethyl)silyl)oxy)-1-(3-isothiocyanato-4-pyridinyl)-5-methyl-3-piperidinyl)carbamate (Preparation XIII, 455 mg, 0.95 mmol) in THF (5.0 mL) was add...